This data is from the Open Reaction Database (ORD), a public repository of structured organic reaction records. The task is: describe an organic reaction: reactants, conditions, products, and yield The reactants are CC(=O)OCC(=O)C1(OC(C)=O)CCC2C3CCC4=CC(=O)C=CC4(C)C3C(O[Si](C)(C)C)CC21C, CC(=O)[O-], CN(C)C=O, [K+]. Product: CC(=O)OCC(=O)C1=CCC2C3CCC4=CC(=O)C=CC4(C)C3C(O[Si](C)(C)C)CC12C. RXN SMILES: [CH3:1][Si:2]([O:3][CH:4]1[CH:5]2[C:6]3([CH3:34])[CH:7]=[CH:8][C:9](=[O:33])[CH:10]=[C:11]3[CH2:12][CH2:13][CH:14]2[CH:15]2[CH2:16][CH2:17][C:18]([C:19]([CH2:20][O:21][C:22]([CH3:23])=[O:24])=[O:25])([O:29][C:30](=[O:31])[CH3:32])[C:26]2([CH3:28])[CH2:27]1)([CH3:35])[CH3:36].[CH3:38][C:39](=[O:40])[O-:41].[CH3:42][N:43]([CH3:44])[CH:45]=[O:46].[K+:37]>>[CH3:1][Si:2]([O:3][CH:4]1[CH:5]2[C:6]3([CH3:34])[CH:7]=[CH:8][C:9](=[O:33])[CH:10]=[C:11]3[CH2:12][CH2:13][CH:14]2[CH:15]2[CH2:16][CH:17]=[C:18]([C:19]([CH2:20][O:21][C:22]([CH3:23])=[O:24])=[O:25])[C:26]2([CH3:28])[CH2:27]1)([CH3:35])[CH3:36]. Starting materials: CC1(C)C=Cc2cc(C#N)ccc2O1, CCO. The product is CC1(C)CCc2cc(C#N)ccc2O1. RXN SMILES: [C:1](#[N:2])[c:3]1[cH:4][cH:5][c:6]2[c:7]([cH:14]1)[CH:8]=[CH:9][C:10]([CH3:12])([CH3:13])[O:11]2.[CH3:15][CH2:16][OH:17]>>[C:1](#[N:2])[c:3]1[cH:4][cH:5][c:6]2[c:7]([cH:14]1)[CH2:8][CH2:9][C:10]([CH3:12])([CH3:13])[O:11]2.